From a dataset of the Open Reaction Database (ORD), a public repository of structured organic reaction records. describe an organic reaction: reactants, conditions, products, and yield Starting materials: CCC(CC)(c1ccc(C=CC(O)(C(F)(F)F)C(F)(F)F)c(C)c1)c1ccc(B2OC(C)(C)C(C)(C)O2)c(C)c1, CCOC(=O)Cc1ccc(Br)nc1, [K+], [K+], [K+], O, O=P([O-])([O-])[O-], c1ccc(P(c2ccccc2)(c2ccccc2)[Pd](P(c2ccccc2)(c2ccccc2)c2ccccc2)(P(c2ccccc2)(c2ccccc2)c2ccccc2)P(c2ccccc2)(c2ccccc2)c2ccccc2)cc1. The product is CCOC(=O)Cc1ccc(-c2ccc(C(CC)(CC)c3ccc(C=CC(O)(C(F)(F)F)C(F)(F)F)c(C)c3)cc2C)nc1. RXN SMILES: [CH2:1]([CH3:2])[C:3]([CH2:4][CH3:5])([c:6]1[cH:7][c:8]([CH3:21])[c:9]([B:12]2[O:13][C:14]([CH3:15])([CH3:16])[C:17]([CH3:18])([CH3:19])[O:20]2)[cH:10][cH:11]1)[c:22]1[cH:23][c:24]([CH3:40])[c:25]([CH:28]=[CH:29][C:30]([C:31]([F:32])([F:33])[F:34])([OH:35])[C:36]([F:37])([F:38])[F:39])[cH:26][cH:27]1.[CH2:41]([CH3:42])[O:43][C:44]([CH2:45][c:46]1[cH:47][cH:48][c:49]([Br:52])[n:50][cH:51]1)=[O:53].[K+:59].[K+:60].[K+:61].[OH2:139].[P:54]([O-:55])([O-:56])([O-:57])=[O:58].[cH:62]1[cH:63][cH:64][c:65]([P:66]([Pd:67]([P:68]([c:69]2[cH:70][cH:71][cH:72][cH:73][cH:74]2)([c:75]2[cH:76][cH:77][cH:78][cH:79][cH:80]2)[c:81]2[cH:82][cH:83][cH:84][cH:85][cH:86]2)([P:87]([c:88]2[cH:89][cH:90][cH:91][cH:92][cH:93]2)([c:94]2[cH:95][cH:96][cH:97][cH:98][cH:99]2)[c:100]2[cH:101][cH:102][cH:103][cH:104][cH:105]2)[P:106]([c:107]2[cH:108][cH:109][cH:110][cH:111][cH:112]2)([c:113]2[cH:114][cH:115][cH:116][cH:117][cH:118]2)[c:119]2[cH:120][cH:121][cH:122][cH:123][cH:124]2)([c:125]2[cH:126][cH:127][cH:128][cH:129][cH:130]2)[c:131]2[cH:132][cH:133][cH:134][cH:135][cH:136]2)[cH:137][cH:138]1>>[CH2:1]([CH3:2])[C:3]([CH2:4][CH3:5])([c:6]1[cH:7][c:8]([CH3:21])[c:9](-[c:49]2[cH:48][cH:47][c:46]([CH2:45][C:44]([O:43][CH2:41][CH3:42])=[O:53])[cH:51][n:50]2)[cH:10][cH:11]1)[c:22]1[cH:23][c:24]([CH3:40])[c:25]([CH:28]=[CH:29][C:30]([C:31]([F:32])([F:33])[F:34])([OH:35])[C:36]([F:37])([F:38])[F:39])[cH:26][cH:27]1.